This data is from the Open Reaction Database (ORD), a public repository of structured organic reaction records. The task is: describe an organic reaction: reactants, conditions, products, and yield The reactants are CCOC(=O)C(C)(C)Sc1ccncc1-c1ccc(C#N)cc1, CO, [Na+], [OH-]. Product: CC(C)(Sc1ccncc1-c1ccc(C#N)cc1)C(=O)O. RXN SMILES: [C:1](#[N:2])[c:3]1[cH:4][cH:5][c:6](-[c:9]2[cH:10][n:11][cH:12][cH:13][c:14]2[S:15][C:16]([C:17](=[O:18])[O:19][CH2:20][CH3:21])([CH3:22])[CH3:23])[cH:7][cH:8]1.[CH3:26][OH:27].[Na+:25].[OH-:24]>>[C:1](#[N:2])[c:3]1[cH:4][cH:5][c:6](-[c:9]2[cH:10][n:11][cH:12][cH:13][c:14]2[S:15][C:16]([C:17](=[O:18])[OH:19])([CH3:22])[CH3:23])[cH:7][cH:8]1.